This data is from the Open Reaction Database (ORD), a public repository of structured organic reaction records. The task is: describe an organic reaction: reactants, conditions, products, and yield Reactants: BrBr (Bromine), ClCCl (dichloromethane), C1(=CC=CC=C1)C1=C(OC=C1C1=CC=CC=C1)C(=O)OC (methyl 3,4-diphenyl-2-furancarboxylate). Run in C(Cl)(Cl)Cl (chloroform). Reaction conditions: time 4 hour. Yields the product BrC1=C(C(=C(O1)C(=O)OC)C1=CC=CC=C1)C1=CC=CC=C1 (methyl 5-bromo-3,4-diphenyl-2-furancarboxylate). Reaction SMILES: [Br:1]Br.ClCCl.[C:6]1([C:12]2[C:16]([C:17]3[CH:22]=[CH:21][CH:20]=[CH:19][CH:18]=3)=[CH:15][O:14][C:13]=2[C:23]([O:25][CH3:26])=[O:24])[CH:11]=[CH:10][CH:9]=[CH:8][CH:7]=1>C(Cl)(Cl)Cl>[Br:1][C:15]1[O:14][C:13]([C:23]([O:25][CH3:26])=[O:24])=[C:12]([C:6]2[CH:7]=[CH:8][CH:9]=[CH:10][CH:11]=2)[C:16]=1[C:17]1[CH:18]=[CH:19][CH:20]=[CH:21][CH:22]=1. Procedure details: Bromine (0.18 ml) was added to a dichloromethane (10 ml) solution of methyl 3,4-diphenyl-2-furancarboxylate (1.00 g) at 0° C., and stirred at this temperature for 4 hours. The reaction solution was diluted with chloroform, and successively washed with water, saturated aqueous sodium hydrogencarbonate solution, and saturated brine. The organic layer was dried over MgSO4, and the solvent was evaporated under reduced pressure, thereby giving 1.28 g of methyl 5-bromo-3,4-diphenyl-2-furancarboxylate. The reactants are O=C(CN1CCOCC1)c1ccc(Br)c(F)c1, C1CCOC1, CN, CC(=O)O. Product: CNC(CN1CCOCC1)c1ccc(Br)c(F)c1. RXN SMILES: [Br:1][c:2]1[c:3]([F:17])[cH:4][c:5]([C:8]([CH2:9][N:10]2[CH2:11][CH2:12][O:13][CH2:14][CH2:15]2)=[O:16])[cH:6][cH:7]1.[CH2:24]1[O:25][CH2:26][CH2:27][CH2:28]1.[CH3:18][NH2:19].[CH3:20][C:21](=[O:22])[OH:23]>>[Br:1][c:2]1[c:3]([F:17])[cH:4][c:5]([CH:8]([CH2:9][N:10]2[CH2:11][CH2:12][O:13][CH2:14][CH2:15]2)[NH:19][CH3:18])[cH:6][cH:7]1. The reactants are C(C1=CC=CC=C1)OC=1C=C(C=CC1OC)C=1OC=C(N1)/C=C/C(=O)C1=C(C=CC=C1)OCCC ((E)-3-[2-(3-benzyloxy-4-methoxyphenyl)oxazol-4-yl]-1-(2-propoxyphenyl)-2-propen-1-one). The reagents and catalysts are [C].[Pd] (palladium-carbon). The solvent is CO (methanol). Run at time 2 hour. Yields the product OC=1C=C(C=CC1OC)C=1OC=C(N1)CCC(=O)C1=C(C=CC=C1)OCCC (3-[2-(3-hydroxy-4-methoxyphenyl)oxazol-4-yl]-1-(2-propoxyphenyl)propan-1-one). RXN SMILES: C([O:8][C:9]1[CH:10]=[C:11]([C:17]2[O:18][CH:19]=[C:20](/[CH:22]=[CH:23]/[C:24]([C:26]3[CH:31]=[CH:30][CH:29]=[CH:28][C:27]=3[O:32][CH2:33][CH2:34][CH3:35])=[O:25])[N:21]=2)[CH:12]=[CH:13][C:14]=1[O:15][CH3:16])C1C=CC=CC=1>CO.[C].[Pd]>[OH:8][C:9]1[CH:10]=[C:11]([C:17]2[O:18][CH:19]=[C:20]([CH2:22][CH2:23][C:24]([C:26]3[CH:31]=[CH:30][CH:29]=[CH:28][C:27]=3[O:32][CH2:33][CH2:34][CH3:35])=[O:25])[N:21]=2)[CH:12]=[CH:13][C:14]=1[O:15][CH3:16] |f:2.3|. Reported procedure: A 1.82 g quantity of (E)-3-[2-(3-benzyloxy-4-methoxyphenyl)oxazol-4-yl]-1-(2-propoxyphenyl)-2-propen-1-one obtained in Example 193 was dissolved in 50 ml of methanol. A 200 mg quantity of 5% palladium-carbon powder was added thereto, and the mixture was stirred under a hydrogen atmosphere at room temperature for 2 hours. The catalyst was then removed by filtration. The filtrate was diluted with 100 ml of methanol, and 500 mg of 10% palladium-carbon powder was added thereto. The mixture was stirr... Reactants: C(C=C)OC(=O)N1CC(=C[C@@H]1C)C=1N=C(SC1)SC1=C(N2C([C@@H]([C@H]2[C@H]1C)[C@@H](C)O)=O)C(=O)OCC=C (allyl (4R,5S,6S)-3-[(4-{(5S)-1-[(allyloxy)carbonyl]-5-methyl-2,5-dihydro-1H-pyrrol-3-yl}-1,3-thiazol-2-yl)sulfanyl]-6-[(1R)-1-hydroxyethyl]-4-methyl-7-oxo-1-azabicyclo[3.2.0]hept-2-ene-2-carboxylate), C(C)(=O)O (acetic acid), C(CCC)[SnH](CCCC)CCCC (tributyltin hydride), bis(triphenylphosphine)palladium chloride(II), ice, P(=O)([O-])([O-])[O-] (phosphate). Run in ClCCl (dichloromethane). Product: O[C@H](C)[C@@H]1[C@H]2[C@H](C(=C(N2C1=O)C(=O)O)SC=1SC=C(N1)C=1CN[C@H](C1)C)C ((4R,5S,6S)-6-[(1R)-1-hydroxyethyl]-4-methyl-3-({4-[(5S)-5-methyl-2,5-dihydro-1H-pyrrol-3-yl}-1,3-thiazol-2-yl)sulfanyl]-7-oxo-1-azabicyclo[3.2.0]hept-2-ene-2-carboxylic acid). The yield is 50.8%. As a reaction SMILES: C(OC([N:7]1[C@@H:11]([CH3:12])[CH:10]=[C:9]([C:13]2[N:14]=[C:15]([S:18][C:19]3[C@H:25]([CH3:26])[C@H:24]4[N:21]([C:22](=[O:30])[C@@H:23]4[C@H:27]([OH:29])[CH3:28])[C:20]=3[C:31]([O:33]CC=C)=[O:32])[S:16][CH:17]=2)[CH2:8]1)=O)C=C.C(O)(=O)C.C([SnH](CCCC)CCCC)CCC.P([O-])([O-])([O-])=O>ClCCl>[OH:29][C@@H:27]([C@H:23]1[C:22](=[O:30])[N:21]2[C@@H:24]1[C@@H:25]([CH3:26])[C:19]([S:18][C:15]1[S:16][CH:17]=[C:13]([C:9]3[CH2:8][NH:7][C@@H:11]([CH3:12])[CH:10]=3)[N:14]=1)=[C:20]2[C:31]([OH:33])=[O:32])[CH3:28]. Procedure: To a solution of allyl (4R,5S,6S)-3-[(4-{(5S)-1-[(allyloxy)carbonyl]-5-methyl-2,5-dihydro-1H-pyrrol-3-yl}-1,3-thiazol-2-yl)sulfanyl]-6-[(1R)-1-hydroxyethyl]-4-methyl-7-oxo-1-azabicyclo[3.2.0]hept-2-ene-2-carboxylate (70 mg, 0.13 mmol) in dichloromethane (2 ml) were added acetic acid (19 μl) and tributyltin hydride (0.32 ml, 1.2 mmol) and added at room temperature bis(triphenylphosphine)palladium chloride(II) (91 mg, 0.013 mmol). Ten minutes later the reaction mixture was poured into a mixture of...